This data is from the Open Reaction Database (ORD), a public repository of structured organic reaction records. The task is: describe an organic reaction: reactants, conditions, products, and yield Reactants: C(C)(=O)OC\C=C(/C)\CCC=C(C)C (geranyl acetate), ClN1C(N(C(N(C1=O)Cl)=O)Cl)=O (trichloroisocyanuric acid), ClN1C(N(C(N(C1=O)Cl)=O)Cl)=O (trichloroisocyanuric acid). The solvent is CCCCCC (n-hexane). The product is N1C(=O)NC(=O)NC1=O (isocyanuric acid). Reaction SMILES: C(OC/C=C(/CCC=C(C)C)\C)(=O)C.Cl[N:16]1[C:21](=[O:22])[N:20](Cl)[C:19](=[O:24])[N:18](Cl)[C:17]1=[O:26]>CCCCCC>[NH:16]1[C:21](=[O:22])[NH:20][C:19](=[O:24])[NH:18][C:17]1=[O:26]. Procedure: In 100 ml of n-hexane was dissolved 40 g (0.204 mol) of geranyl acetate, and 17.1 g (0.071 mol) of trichloroisocyanuric acid was added slowly and maintained between -10° C. to 0° C. for six hours. After the reaction, excessive trichloroisocyanuric acid and by-produced isocyanuric acid were removed by filtration. The filtrate was washed with an aqueous sodium hydrogencarbonate solution and water, dried over anhydrous magnesium sulfate, and the solvent was evaporated to yield a crude product. The ... Starting materials: C(=O)C(C(=O)OCC)C=O (ethyl 2-formyl-3-oxopropanoate), NNC(=S)N (thiosemicarbazide), BrCC(=O)C1=CC(=C(C=C1)Cl)Cl (2-Bromo-1-(3,4-dichlorophenyl)ethanone). Solvent: C(C)O (ethanol). Reaction conditions: time 1 hour. Yields the product ClC=1C=C(C=CC1Cl)C=1N=C(SC1)N1N=CC(=C1)C(=O)OCC (ethyl 1-[4-(3,4-dichlorophenyl)-1,3-thiazol-2-yl]-1H-pyrazole-4-carboxylate). The yield is 74.0%. Reaction SMILES: [CH:1]([CH:3]([CH:9]=O)[C:4]([O:6][CH2:7][CH3:8])=[O:5])=O.[NH2:11][NH:12][C:13]([NH2:15])=[S:14].Br[CH2:17][C:18]([C:20]1[CH:25]=[CH:24][C:23]([Cl:26])=[C:22]([Cl:27])[CH:21]=1)=O>C(O)C>[Cl:27][C:22]1[CH:21]=[C:20]([C:18]2[N:15]=[C:13]([N:12]3[CH:9]=[C:3]([C:4]([O:6][CH2:7][CH3:8])=[O:5])[CH:1]=[N:11]3)[S:14][CH:17]=2)[CH:25]=[CH:24][C:23]=1[Cl:26]. Procedure details: To a solution of ethyl 2-formyl-3-oxopropanoate (0.57 g, 3.0 mmol) in ethanol (5 mL) was added thiosemicarbazide (1.37 g, 15 mmol), and the reaction mixture was stirred at room temperature for 1 hr. 2-Bromo-1-(3,4-dichlorophenyl)ethanone (0.54 g, 2.0 mmol) was added, and the mixture was stirred at 80° C. for 30 min, and cooled to room temperature. The precipitated crystals were collected by filtration to give the title compound (545 mg, 74%) as orange crystals. Reactants: NC1=NC=CC=C1N (2,3-diaminopyridine), COC=1C=C(C(=O)O)C=CC1NS(=O)(=O)C (3-methoxy-4-methanesulfonylamino-benzoic acid). Yields the product COC=1C=C(C=CC1NS(=O)(=O)C)C=1NC=2C(=NC=CC2)N1 (2-(3'-Methoxy-4'-methanesulfonylamino-phenyl)-imidazo[4,5-b]pyridine). Reaction SMILES: [NH2:1][C:2]1[C:7]([NH2:8])=[CH:6][CH:5]=[CH:4][N:3]=1.[CH3:9][O:10][C:11]1[CH:12]=[C:13]([CH:17]=[CH:18][C:19]=1[NH:20][S:21]([CH3:24])(=[O:23])=[O:22])[C:14](O)=O>>[CH3:9][O:10][C:11]1[CH:12]=[C:13]([C:14]2[NH:8][C:7]3[C:2]([N:1]=2)=[N:3][CH:4]=[CH:5][CH:6]=3)[CH:17]=[CH:18][C:19]=1[NH:20][S:21]([CH3:24])(=[O:23])=[O:22]. Procedure details: Prepared analogously to Example 14 from 2,3-diaminopyridine and 3-methoxy-4-methanesulfonylamino-benzoic acid. The reactants are NC(CC(C(=O)OCC)C)C1=C(C=CC=C1OC)OC (ethyl 4-amino-4-(2,6-dimethoxyphenyl)-2-methylbutanoate), C1(=CC(=CC=C1)C=O)C1=CC=CC=C1 ([1,1′-biphenyl]-3-carbaldehyde). Product: C1(=CC(=CC=C1)CN1C(C(CC1C1=C(C=CC=C1OC)OC)C)=O)C1=CC=CC=C1 (1-([1,1′-biphenyl]-3-ylmethyl)-5-(2,6-dimethoxyphenyl)-3-methylpyrrolidin-2-one). RXN SMILES: [NH2:1][CH:2]([C:11]1[C:16]([O:17][CH3:18])=[CH:15][CH:14]=[CH:13][C:12]=1[O:19][CH3:20])[CH2:3][CH:4]([CH3:10])[C:5]([O:7]CC)=O.[C:21]1([C:29]2[CH:34]=[CH:33][CH:32]=[CH:31][CH:30]=2)[CH:26]=[CH:25][CH:24]=[C:23]([CH:27]=O)[CH:22]=1>>[C:21]1([C:29]2[CH:30]=[CH:31][CH:32]=[CH:33][CH:34]=2)[CH:26]=[CH:25][CH:24]=[C:23]([CH2:27][N:1]2[CH:2]([C:11]3[C:12]([O:19][CH3:20])=[CH:13][CH:14]=[CH:15][C:16]=3[O:17][CH3:18])[CH2:3][CH:4]([CH3:10])[C:5]2=[O:7])[CH:22]=1. Reported procedure: Prepared according to the described general procedure 2 (GP2) by reaction of ethyl 4-amino-4-(2,6-dimethoxyphenyl)-2-methylbutanoate with commercially available [1,1′-biphenyl]-3-carbaldehyde. Subsequent purification by preparative HPLC afforded the target compound. LC-MS (conditions A): tR=0.96 min.; [M+H]+: 402.39 g/mol. The reactants are CC(=O)O[BH-](OC(C)=O)OC(C)=O, C1CCOC1, Cn1nnnc1C(=NOCc1cccc(C=O)n1)c1ccccc1, CCOC(C)=O, [Na+], [Na+], [OH-]. Yields the product Cn1nnnc1C(=NOCc1cccc(CO)n1)c1ccccc1. RXN SMILES: [C:25]([O:26][BH-:27]([O:28][C:29](=[O:30])[CH3:31])[O:32][C:33](=[O:34])[CH3:35])(=[O:36])[CH3:37].[CH2:47]1[O:48][CH2:49][CH2:50][CH2:51]1.[CH3:1][n:2]1[n:3][n:4][n:5][c:6]1[C:7]([c:8]1[cH:9][cH:10][cH:11][cH:12][cH:13]1)=[N:14][O:15][CH2:16][c:17]1[cH:18][cH:19][cH:20][c:21]([CH:23]=[O:24])[n:22]1.[CH3:41][CH2:42][O:43][C:44]([CH3:45])=[O:46].[Na+:38].[Na+:40].[OH-:39]>>[CH3:1][n:2]1[n:3][n:4][n:5][c:6]1[C:7]([c:8]1[cH:9][cH:10][cH:11][cH:12][cH:13]1)=[N:14][O:15][CH2:16][c:17]1[cH:18][cH:19][cH:20][c:21]([CH2:23][OH:24])[n:22]1.